From a dataset of the Open Reaction Database (ORD), a public repository of structured organic reaction records. describe an organic reaction: reactants, conditions, products, and yield Reported procedure: In a manner similar to that described in Example 52, intermediate 2-(5-methyl-4-phenyl-2-thioxothiazol-3-yl)ethyl acetate was alkylated with methyl p-toluenesulfonate and condensed with 2-(5-acetyl-2-ethylaminophenylimino)-3-benzylthiazolidin-4-one to yield the title compound. 1H-NMR (CDCl3): δ 7.63–7.67 (2H, m), 7.44–7.51 (5H, m), 7.28–7.37 (5H, m), 6.50 (1H, d), 5.19 (2H, s), 4.30 (1H, br t), 4.03 (4H, m), 3.06 (2H, m), 2.48 (3H, s), 2.05 (3H, s), 1.89 (3H, s), 1.05 (3H, t); MS(ESI): 627 (MH+)... Reaction SMILES: [C:1]([O:4][CH2:5][CH2:6][N:7]1[C:11]([C:12]2[CH:17]=[CH:16][CH:15]=[CH:14][CH:13]=2)=[C:10]([CH3:18])[S:9][C:8]1=S)(=[O:3])[CH3:2].C1(C)C=CC(S(OC)(=O)=O)=CC=1.[C:32]([C:35]1[CH:36]=[CH:37][C:38]([NH:55][CH2:56][CH3:57])=[C:39]([N:41]=[C:42]2[N:46]([CH2:47][C:48]3[CH:53]=[CH:52][CH:51]=[CH:50][CH:49]=3)[C:45](=[O:54])[CH2:44][S:43]2)[CH:40]=1)(=[O:34])[CH3:33]>>[C:1]([O:4][CH2:5][CH2:6][N:7]1[C:11]([C:12]2[CH:17]=[CH:16][CH:15]=[CH:14][CH:13]=2)=[C:10]([CH3:18])[S:9][C:8]1=[C:44]1[S:43][C:42](=[N:41][C:39]2[CH:40]=[C:35]([C:32](=[O:34])[CH3:33])[CH:36]=[CH:37][C:38]=2[NH:55][CH2:56][CH3:57])[N:46]([CH2:47][C:48]2[CH:53]=[CH:52][CH:51]=[CH:50][CH:49]=2)[C:45]1=[O:54])(=[O:3])[CH3:2]. Yields the product C(C)(=O)OCCN1C(SC(=C1C1=CC=CC=C1)C)=C1C(N(C(S1)=NC1=C(C=CC(=C1)C(C)=O)NCC)CC1=CC=CC=C1)=O (2-[2′-(5-acetyl-2-ethylaminophenylimino)-3′-benzyl-5-methyl-4′-oxo-4-phenyl-3′,4′-dihydro-2′H-[2,5′]bithiazolyliden-3-yl]ethyl acetate). Reactants: C(C)(=O)OCCN1C(SC(=C1C1=CC=CC=C1)C)=S (2-(5-methyl-4-phenyl-2-thioxothiazol-3-yl)ethyl acetate), C1(=CC=C(C=C1)S(=O)(=O)OC)C (methyl p-toluenesulfonate), C(C)(=O)C=1C=CC(=C(C1)N=C1SCC(N1CC1=CC=CC=C1)=O)NCC (2-(5-acetyl-2-ethylaminophenylimino)-3-benzylthiazolidin-4-one). The reactants are C[Si](OC1CC([NH+](C(C1)(C)C)[O-])(C)C)(C)C (4-trimethylsilyloxy-2,2,6,6-tetramethylpiperidine-N-oxide), C1CCOC1 (THF), Grignard reactant. Yields the product C(CC)ON1C(CC(CC1(C)C)O[Si](C)(C)C)(C)C (1-(1-propyl)oxy-2,2,6,6-tetramethyl-4-trimethylsilyloxypiperidine). RXN SMILES: [CH3:1][Si:2]([CH3:16])([CH3:15])[O:3][CH:4]1[CH2:9][C:8]([CH3:11])([CH3:10])[NH+:7]([O-:12])[C:6]([CH3:14])([CH3:13])[CH2:5]1.[CH2:17]1[CH2:21]OC[CH2:18]1>>[CH2:18]([O:12][N:7]1[C:6]([CH3:14])([CH3:13])[CH2:5][CH:4]([O:3][Si:2]([CH3:1])([CH3:15])[CH3:16])[CH2:9][C:8]1([CH3:10])[CH3:11])[CH2:17][CH3:21]. Procedure: In another reaction vessel, 96.2 g (394 mmol) of 4-trimethylsilyloxy-2,2,6,6-tetramethylpiperidine-N-oxide was dissolved in 100 ml of dehydrated THF, and the Grignard reactant prepared was dropped at 0° C. After a reaction for 3 hours, the solution was concentrated by a rotary evaporator. 500 mL of water was added to the residue and an extraction was carried out using 500 mL in total of ethyl acetate, and the organic layer was concentrated by a rotary evaporator. The residue was purified by colu... Reactants: C[C@@H]1N([C@H](CNC1)C)C=1OC=2C(N1)=C(C=CC2)C(=O)[O-].[Li+] (lithium 2-((2S,6S)-2,6-dimethylpiperazin-1-yl)benzoxazole-4-carboxylate), C(=O)(O)[O-].[Na+] (NaHCO3), Cl (HCl), ClC(=O)OCC(C)C (isobutyl chloroformate). Run in C(Cl)(Cl)Cl (chloroform), O (H2O). Reaction conditions: time 2 hour. The product is C(C(C)C)OC(=O)N1C[C@@H](N([C@H](C1)C)C=1OC=2C(N1)=C(C=CC2)C(=O)O)C (2-((2S,6S)-4-(isobutoxycarbonyl)-2,6-dimethylpiperazin-1-yl)benzoxazole-4-carboxylic acid). Reaction SMILES: [CH3:1][C@H:2]1[CH2:7][NH:6][CH2:5][C@H:4]([CH3:8])[N:3]1[C:9]1[O:10][C:11]2[C:12](=[C:14]([C:18]([O-:20])=[O:19])[CH:15]=[CH:16][CH:17]=2)[N:13]=1.[Li+].C([O-])(O)=O.[Na+].Cl[C:28]([O:30][CH2:31][CH:32]([CH3:34])[CH3:33])=[O:29].Cl>C(Cl)(Cl)Cl.O>[CH2:31]([O:30][C:28]([N:6]1[CH2:5][C@H:4]([CH3:8])[N:3]([C:9]2[O:10][C:11]3[C:12](=[C:14]([C:18]([OH:20])=[O:19])[CH:15]=[CH:16][CH:17]=3)[N:13]=2)[C@@H:2]([CH3:1])[CH2:7]1)=[O:29])[CH:32]([CH3:34])[CH3:33] |f:0.1,2.3|. Reported procedure: To a vigorously stirred suspension of lithium 2-((2S,6S)-2,6-dimethylpiperazin-1-yl)benzoxazole-4-carboxylate (97 mg, 0.346 mmol) and NaHCO3 (87 mg, 1.037 mmol) in chloroform (6 mL) and H2O (6 mL) was added dropwise isobutyl chloroformate (54 mL, 0.415 mmol). The reaction mixture was stirred at room temperature for 2 h, then neutralized with 1N aqueous HCl, and concentrated under reduced pressure to provide 2-((2S,6S)-4-(isobutoxycarbonyl)-2,6-dimethylpiperazin-1-yl)benzoxazole-4-carboxylic acid... Starting materials: C(C)(=O)NC1=CC(=NN1CC(=O)OCC)C1=CC=CC=C1 (ethyl 2-(5-acetamido-3-phenyl-pyrazol-1-yl)acetate), I(=O)(=O)O (iodic acid), II (iodine). Solvent: C(C)O (ethanol). Conditions: temperature 50 celsius. Product: C(C)(=O)NC1=C(C(=NN1CC(=O)OCC)C1=CC=CC=C1)I (Ethyl 2-(5-acetamido-4-iodo-3-phenyl-pyrazol-1-yl)acetate). The yield is 352.5%. Reaction SMILES: [C:1]([NH:4][C:5]1[N:9]([CH2:10][C:11]([O:13][CH2:14][CH3:15])=[O:12])[N:8]=[C:7]([C:16]2[CH:21]=[CH:20][CH:19]=[CH:18][CH:17]=2)[CH:6]=1)(=[O:3])[CH3:2].[I:22](O)(=O)=O.II>C(O)C>[C:1]([NH:4][C:5]1[N:9]([CH2:10][C:11]([O:13][CH2:14][CH3:15])=[O:12])[N:8]=[C:7]([C:16]2[CH:17]=[CH:18][CH:19]=[CH:20][CH:21]=2)[C:6]=1[I:22])(=[O:3])[CH3:2]. Procedure: A suspension of ethyl 2-(5-acetamido-3-phenyl-pyrazol-1-yl)acetate (34.81 g, 60.6 mmol), iodic acid (5.33 g, 30.3 mmol) and iodine (15.37 g, 60.6 mmol) in ethanol (250 mL) was heated at 50° C. for 1.5 h and cooled to room temperature. The reaction mixture was concentrated in vacuo and the residue was dissolved in CH2Cl2 (250 mL). The solution was washed twice with 2 M Na2S2O3 followed by brine solution. The organic layer was dried (magnesium sulphate), filtered and concentrated in vacuo. The res... Reactants: C=1C=CC2=C(C1)N=NN2O (HOBt), C1(=CC=C(C=C1)S(=O)(=O)N1C(SCC1)C(=O)NC(C(=O)O)C1=CC=CC=C1)C1=CC=CC=C1 (({[3-(biphenyl-4-ylsulfonyl)-1,3-thiazolidin-2-yl]carbonyl}amino)-(phenyl)acetic acid), N (Ammonia), O1CCOCC1 (dioxane), CCN=C=NCCCN(C)C.Cl (EDC.HCl). Reagents/catalysts: CN(C)C=1C=CN=CC1 (DMAP). Solvent: CCOC(=O)C (EtOAc), C1CCOC1 (THF). Conditions: time 5 hour. The product is NC(C(C1=CC=CC=C1)NC(=O)C1SCCN1S(=O)(=O)C1=CC=C(C=C1)C1=CC=CC=C1)=O (N-(2-amino-2-oxo-1-phenylethyl)-3-(biphenyl-4-ylsulfonyl)-1,3-thiazolidine-2-carboxamide). Yield: 80.0%. Reaction SMILES: [C:1]1([C:28]2[CH:33]=[CH:32][CH:31]=[CH:30][CH:29]=2)[CH:6]=[CH:5][C:4]([S:7]([N:10]2[CH2:14][CH2:13][S:12][CH:11]2[C:15]([NH:17][CH:18]([C:22]2[CH:27]=[CH:26][CH:25]=[CH:24][CH:23]=2)[C:19](O)=[O:20])=[O:16])(=[O:9])=[O:8])=[CH:3][CH:2]=1.[NH3:34].O1CCOCC1.C1C=CC2N(O)N=NC=2C=1.CCN=C=NCCCN(C)C.Cl>C1COCC1.CN(C1C=CN=CC=1)C.CCOC(C)=O>[NH2:34][C:19](=[O:20])[CH:18]([NH:17][C:15]([CH:11]1[N:10]([S:7]([C:4]2[CH:3]=[CH:2][C:1]([C:28]3[CH:29]=[CH:30][CH:31]=[CH:32][CH:33]=3)=[CH:6][CH:5]=2)(=[O:9])=[O:8])[CH2:14][CH2:13][S:12]1)=[O:16])[C:22]1[CH:27]=[CH:26][CH:25]=[CH:24][CH:23]=1 |f:4.5|. Procedure: Compound Ia, e.g., ({[3-(biphenyl-4-ylsulfonyl)-1,3-thiazolidin-2-yl]carbonyl}amino)-(phenyl)acetic acid (500 mg, 1.04 mmol) was dissolved in THF (10 mL). Ammonia in dioxane (0.5N, 3.11 mL, 1.55 mmol) was added followed by HOBt (210 mg, 1.55 mmol) and DMAP (6 mg, 0.05 mmol). EDC.HCl (298 mg, 1.55 mmol) was finally added. The mixture was stirred for 5 hours at RT. As the reaction was complete, it was diluted with EtOAc, washed with 5% citric acid, NH4Cl sat, NaHCO3 sat, brine and dried over MgSO4... Reactants: CC1=CC(=CC(=N1)C1=NC(=CC=C1)C=1C=C(C=CC1)S(=O)(=O)N)C1=CC=C(C=C1)C(F)(F)F (3-[6′-Methyl-4′-(4-trifluoromethyl-phenyl)-[2,2′]bipyridinyl-6-yl]-benzenesulfonamide), C(C)N(C(C)C)C(C)C (N-ethyldiisopropylamine), COCC(=O)Cl (methoxyacetyl chloride). The solvent is ClCCl (dichloromethane), ClCCl (dichloromethane). Conditions: temperature 23 celsius, time 16 hour. Product: COCC(=O)NS(=O)(=O)C1=CC(=CC=C1)C1=CC=CC(=N1)C1=NC(=CC(=C1)C1=CC=C(C=C1)C(F)(F)F)C (N-(2-Methoxy-acetyl)-3-[6′-methyl-4′-(4-trifluoromethyl-phenyl)-[2,2′]bipyridinyl-6-yl]-benzenesulfonamide). The yield is 13.3%. RXN SMILES: [CH3:1][C:2]1[N:7]=[C:6]([C:8]2[CH:13]=[CH:12][CH:11]=[C:10]([C:14]3[CH:15]=[C:16]([S:20]([NH2:23])(=[O:22])=[O:21])[CH:17]=[CH:18][CH:19]=3)[N:9]=2)[CH:5]=[C:4]([C:24]2[CH:29]=[CH:28][C:27]([C:30]([F:33])([F:32])[F:31])=[CH:26][CH:25]=2)[CH:3]=1.C(N(C(C)C)C(C)C)C.[CH3:43][O:44][CH2:45][C:46](Cl)=[O:47]>ClCCl>[CH3:43][O:44][CH2:45][C:46]([NH:23][S:20]([C:16]1[CH:17]=[CH:18][CH:19]=[C:14]([C:10]2[N:9]=[C:8]([C:6]3[CH:5]=[C:4]([C:24]4[CH:29]=[CH:28][C:27]([C:30]([F:33])([F:31])[F:32])=[CH:26][CH:25]=4)[CH:3]=[C:2]([CH3:1])[N:7]=3)[CH:13]=[CH:12][CH:11]=2)[CH:15]=1)(=[O:21])=[O:22])=[O:47]. Procedure: A mixture of 3-[6′-methyl-4′-(4-trifluoromethyl-phenyl)-[2,2′]bipyridinyl-6-yl]-benzenesulfonamide (example 266) (300 mg, 0.639 mmol), N-ethyldiisopropylamine (0.22 ml, 1.278 mmol) and methoxyacetyl chloride (0.067 ml, 0.639 mmol) in dichloromethane (3 ml) was stirred at 23° C. for 16 h. Diluted with dichloromethane, washed with water, dried the organic layer over MgSO4. Removal of the solvent in vacuum left a crude product, which was purified by silica gel column chromatography with n-heptane/E... The reactants are Nc1ccc2c(c1)COC(NC1CCCCCCC1)=N2, O=C(O)C1CC1. The product is O=C(Nc1ccc2c(c1)COC(NC1CCCCCCC1)=N2)C1CC1. RXN SMILES: [CH:1]1([NH:9][C:10]2=[N:15][c:14]3[c:13]([cH:19][c:18]([NH2:20])[cH:17][cH:16]3)[CH2:12][O:11]2)[CH2:2][CH2:3][CH2:4][CH2:5][CH2:6][CH2:7][CH2:8]1.[CH:21]1([C:24](=[O:25])[OH:26])[CH2:22][CH2:23]1>>[CH:1]1([NH:9][C:10]2=[N:15][c:14]3[c:13]([cH:19][c:18]([NH:20][C:24]([CH:21]4[CH2:22][CH2:23]4)=[O:25])[cH:17][cH:16]3)[CH2:12][O:11]2)[CH2:2][CH2:3][CH2:4][CH2:5][CH2:6][CH2:7][CH2:8]1. Starting materials: CC#N, COc1cc2c(cc1[N+](=O)[O-])CCN(C(=O)C(F)(F)F)CC2, [Na+], [OH-]. The product is COc1cc2c(cc1[N+](=O)[O-])CCNCC2. Reaction SMILES: [CH3:25][C:26]#[N:27].[F:1][C:2]([F:3])([F:4])[C:21]([N:5]1[CH2:6][CH2:7][c:8]2[c:9]([cH:12][c:13]([O:19][CH3:20])[c:14]([N+:16](=[O:17])[O-:18])[cH:15]2)[CH2:10][CH2:11]1)=[O:22].[Na+:24].[OH-:23]>>[NH:5]1[CH2:6][CH2:7][c:8]2[c:9]([cH:12][c:13]([O:19][CH3:20])[c:14]([N+:16](=[O:17])[O-:18])[cH:15]2)[CH2:10][CH2:11]1. The reactants are FC1=C(C=C(C(=C1)F)F)[N+](=O)[O-] (2,4,5-Trifluoronitrobenzene), [F-].[K+] (potassium fluoride), C([O-])([O-])=O.[K+].[K+] (potassium carbonate), C1(CC1)N (cyclopropylamine). The solvent is ClCCl (dichloromethane). Run at temperature 90 celsius. Product: C1(CC1)NC1=C(C=C(C(=C1)F)F)[N+](=O)[O-] (N-cyclopropyl-4,5-difluoro-2-nitroaniline). As a reaction SMILES: F[C:2]1[CH:7]=[C:6]([F:8])[C:5]([F:9])=[CH:4][C:3]=1[N+:10]([O-:12])=[O:11].[F-].[K+].C(=O)([O-])[O-].[K+].[K+].[CH:21]1([NH2:24])[CH2:23][CH2:22]1>ClCCl>[CH:21]1([NH:24][C:2]2[CH:7]=[C:6]([F:8])[C:5]([F:9])=[CH:4][C:3]=2[N+:10]([O-:12])=[O:11])[CH2:23][CH2:22]1 |f:1.2,3.4.5|. Reported procedure: 2,4,5-Trifluoronitrobenzene (2.00 g, 11.3 mmol), potassium fluoride (0.656 g, 11.3 mmol), potassium carbonate (1.561 g, 11.29 mmol), and cyclopropylamine (0.93 ml, 13.55 mmol) were added to a vial and heated in a microwave at 90° C. for 10 min. The reaction was then diluted with dichloromethane, washed with water and brine, dried over magnesium sulfate, and concentrated under reduced pressure. Purification by flash chromatography on silica gel (0-15% ethyl acetate in hexanes) provided the title ... Reactants: Br.[N+](=O)([O-])C1=C(C=CC=C1)C=1N=C(SC1)N (4-(2-nitro-phenyl)-thiazol-2-ylamine hydrobromide), C1(=CC=C(C=C1)S(=O)(=O)Cl)C (p-toluenesulfonyl chloride), Cl (hydrochloric acid). The solvent is N1=CC=CC=C1 (pyridine). Reaction conditions: time 30 minute. Yields the product CC1=CC=C(C=C1)S(=O)(=O)NC=1SC=C(N1)C1=C(C=CC=C1)[N+](=O)[O-] (4-Methyl-N-[4-(2-nitro-phenyl)-thiazol-2-yl]-benzenesulfonamide). RXN SMILES: Br.[N+:2]([C:5]1[CH:10]=[CH:9][CH:8]=[CH:7][C:6]=1[C:11]1[N:12]=[C:13]([NH2:16])[S:14][CH:15]=1)([O-:4])=[O:3].[C:17]1([CH3:27])[CH:22]=[CH:21][C:20]([S:23](Cl)(=[O:25])=[O:24])=[CH:19][CH:18]=1.Cl>N1C=CC=CC=1>[CH3:27][C:17]1[CH:22]=[CH:21][C:20]([S:23]([NH:16][C:13]2[S:14][CH:15]=[C:11]([C:6]3[CH:7]=[CH:8][CH:9]=[CH:10][C:5]=3[N+:2]([O-:4])=[O:3])[N:12]=2)(=[O:25])=[O:24])=[CH:19][CH:18]=1 |f:0.1|. Reported procedure: A mixture of 0.5 g of 4-(2-nitro-phenyl)-thiazol-2-ylamine hydrobromide with 0.47 g of p-toluenesulfonyl chloride was stirred overnight with 2 ml of pyridine. The resulting, red colored suspension was poured into 30 ml of 1N hydrochloric acid and extracted twice with 40 ml of ethyl acetate each time. The organic extracts were combined, dried with magnesium sulphate and concentrated. The residue was dissolved in a mixture of 30 ml of ethanol and 20 ml of 2N sodium hydroxide solution. After the ad...